From a dataset of the Open Reaction Database (ORD), a public repository of structured organic reaction records. describe an organic reaction: reactants, conditions, products, and yield Starting materials: [Al+3], O=C(C1CCCCC1)N1CCC(Nc2ccc3[nH]ncc3c2)CC1, [H-], [H-], [H-], [H-], [Li+], [Na+], C1CCOC1, [OH-], O. The product is c1cc2[nH]ncc2cc1NC1CCN(CC2CCCCC2)CC1. As a reaction SMILES: [Al+3:26].[CH:1]1([C:7](=[O:8])[N:9]2[CH2:10][CH2:11][CH:12]([NH:15][c:16]3[cH:17][c:18]4[cH:19][n:20][nH:21][c:22]4[cH:23][cH:24]3)[CH2:13][CH2:14]2)[CH2:2][CH2:3][CH2:4][CH2:5][CH2:6]1.[H-:25].[H-:28].[H-:29].[H-:30].[Li+:27].[Na+:33].[O:34]1[CH2:35][CH2:36][CH2:37][CH2:38]1.[OH-:32].[OH2:31]>>[CH:1]1([CH2:7][N:9]2[CH2:10][CH2:11][CH:12]([NH:15][c:16]3[cH:17][c:18]4[cH:19][n:20][nH:21][c:22]4[cH:23][cH:24]3)[CH2:13][CH2:14]2)[CH2:2][CH2:3][CH2:4][CH2:5][CH2:6]1. The reactants are [I-].[Na+] (sodium iodide), [Si](Cl)(Cl)(Cl)Cl (silicon tetrachloride), OC1=C(C=C(C=C1[N+](=O)[O-])C(C(=O)OCC)=O)OC (ethyl 4-hydroxy-3-methoxy-5-nitrophenylglyoxylate). Run in C(C)#N (acetonitrile), C1(=CC=CC=C1)C (toluene). The product is OC=1C=C(C=C(C1O)[N+](=O)[O-])C(C(=O)OCC)=O (ethyl 3,4-dihydroxy-5-nitrophenylglyoxylate). As a reaction SMILES: [OH:1][C:2]1[C:7]([N+:8]([O-:10])=[O:9])=[CH:6][C:5]([C:11](=[O:17])[C:12]([O:14][CH2:15][CH3:16])=[O:13])=[CH:4][C:3]=1[O:18]C.[I-].[Na+].[Si](Cl)(Cl)(Cl)Cl>C(#N)C.C1(C)C=CC=CC=1>[OH:18][C:3]1[CH:4]=[C:5]([C:11](=[O:17])[C:12]([O:14][CH2:15][CH3:16])=[O:13])[CH:6]=[C:7]([N+:8]([O-:10])=[O:9])[C:2]=1[OH:1] |f:1.2|. Procedure: A suspension of 17.2 g of ethyl 4-hydroxy-3-methoxy-5-nitrophenylglyoxylate in 100 ml of dry acetonitrile and 100 ml of dry toluene is treated with 10.53 g of sodium iodide and 11.9 g of silicon tetrachloride and heated under reflux for 47 hours. The reaction mixture is then evaporated and the residue is distilled six times with 200 ml of toluene each time. The residue obtained is partitioned between water and ether and filtered through a filter aid of diatomaceous earth. The ethereal phase is w... The reactants are Cl.N1=CC(=CC=C1)C(OCC)=N (Ethyl 3-pyridinecarboximidate hydrochloride), COC(CN)OC (aminoacetaldehyde dimethyl acetal). Yields the product COC(CNC(=N)C=1C=NC=CC1)OC (N-(2,2-dimethoxyethyl)-3-pyridinecarboxamidine). RXN SMILES: Cl.[N:2]1[CH:7]=[CH:6][CH:5]=[C:4]([C:8](=[NH:12])OCC)[CH:3]=1.[CH3:13][O:14][CH:15]([O:18][CH3:19])[CH2:16][NH2:17]>>[CH3:13][O:14][CH:15]([O:18][CH3:19])[CH2:16][NH:17][C:8]([C:4]1[CH:3]=[N:2][CH:7]=[CH:6][CH:5]=1)=[NH:12] |f:0.1|. Reported procedure: Ethyl 3-pyridinecarboximidate hydrochloride and aminoacetaldehyde dimethyl acetal were subjected to a procedure similar to that described in Example 8.b. to provide pure N-(2,2-dimethoxyethyl)-3-pyridinecarboxamidine as an oil; MS: m/z=210(M+1). Product: COC(C(CCCN1CCC(CC1)(C)O)N1CCN(CCC1=O)C1=CC(=CC=C1)C(F)(F)F)=O ((rac)-5-(4-Hydroxy-4-methyl-piperidin-1-yl)-2-[7-oxo-4-(3-trifluoromethyl-phenyl)-[1,4]diazepan-1-yl]-pentanoic acid methyl ester). Procedure: In analogy to the procedure described in example 25B, (rac)-5-bromo-2-[7-oxo-4-(3-trifluoromethyl-phenyl)-[1,4]diazepan-1-yl]-pentanoic acid methyl ester (example 26A) and 4-methyl-piperidin-4-ol (intermediate 8) gave the title compound in 73% yield as colorless oil. MS: 486.3 (MH+). Reaction SMILES: [CH3:1][O:2][C:3](=[O:27])[CH:4]([N:9]1[C:15](=[O:16])[CH2:14][CH2:13][N:12]([C:17]2[CH:22]=[CH:21][CH:20]=[C:19]([C:23]([F:26])([F:25])[F:24])[CH:18]=2)[CH2:11][CH2:10]1)[CH2:5][CH2:6][CH2:7]Br.[CH3:28][C:29]1([OH:35])[CH2:34][CH2:33][NH:32][CH2:31][CH2:30]1>>[CH3:1][O:2][C:3](=[O:27])[CH:4]([N:9]1[C:15](=[O:16])[CH2:14][CH2:13][N:12]([C:17]2[CH:22]=[CH:21][CH:20]=[C:19]([C:23]([F:26])([F:25])[F:24])[CH:18]=2)[CH2:11][CH2:10]1)[CH2:5][CH2:6][CH2:7][N:32]1[CH2:33][CH2:34][C:29]([OH:35])([CH3:28])[CH2:30][CH2:31]1. Starting materials: COC(C(CCCBr)N1CCN(CCC1=O)C1=CC(=CC=C1)C(F)(F)F)=O ((rac)-5-bromo-2-[7-oxo-4-(3-trifluoromethyl-phenyl)-[1,4]diazepan-1-yl]-pentanoic acid methyl ester), CC1(CCNCC1)O (4-methyl-piperidin-4-ol), CC1(CCNCC1)O (4-methyl-piperidin-4-ol). Isolated yield 73.0%. The reactants are CN(C=O)C (dimethylformamide), S(=O)(Cl)Cl (thionyl chloride), CC1([C@@H]([C@@H]1C(C(Br)(Br)Br)Br)C(=O)O)C ((1R,cis) 2,2-dimethyl-3-(1',2',2',2'-tetrabromoethyl)-cyclopropane-1-carboxylic acid). Solvent: petroleum ether, C(Cl)Cl (methylene chloride). Conditions: time 2 hour. Yields the product CC1([C@@H]([C@@H]1C(C(Br)(Br)Br)Br)C(=O)Cl)C ((1R,cis) 2,2-dimethyl-3-(1',2',2',2'-tetrabromoethyl)-cyclopropane-1-carboxylic acid chloride). Reaction SMILES: CN(C)C=O.S(Cl)([Cl:8])=O.[CH3:10][C:11]1([CH3:23])[C@@H:13]([CH:14]([Br:19])[C:15]([Br:18])([Br:17])[Br:16])[C@H:12]1[C:20](O)=[O:21]>C(Cl)Cl>[CH3:10][C:11]1([CH3:23])[C@@H:13]([CH:14]([Br:19])[C:15]([Br:18])([Br:17])[Br:16])[C@H:12]1[C:20]([Cl:8])=[O:21]. Procedure details: A mixture of 0.2 ml of dimethylformamide, 8.5 ml of thionyl chloride and 179 ml of petroleum ether (b.p.=35°-75° C.) was heated to reflux and a mixture of 35.76 g of the product of Step A in 150 ml of methylene chloride was added thereto. The mixture was refluxed with stirring for 2 hours and was then cooled and evaporated to dryness. The residue was taken up in toluene and the mixture was evaporated to dryness under reduced pressure to obtain 38 g of raw (1R,cis) 2,2-dimethyl-3-(1',2',2',2'-tet... Reaction SMILES: [CH3:1][S:2][c:3]1[cH:4][c:5]([NH2:18])[c:6](-[c:9]2[c:10]([N+:15]([O-:16])=[O:17])[cH:11][cH:12][cH:13][cH:14]2)[cH:7][cH:8]1.[CH3:29][CH2:30][OH:31].[I:19][c:20]1[cH:21][cH:22][c:23]([S:24][CH3:25])[cH:26][c:27]1[NH2:28]>>[CH3:1][S:2][c:3]1[cH:4][c:5]([NH2:18])[c:6](-[c:9]2[c:10]([NH2:15])[cH:11][cH:12][cH:13][cH:14]2)[cH:7][cH:8]1. Reactants: CSc1ccc(-c2ccccc2[N+](=O)[O-])c(N)c1, CCO, CSc1ccc(I)c(N)c1. Product: CSc1ccc(-c2ccccc2N)c(N)c1. Starting materials: BrC=1C=NC=C(C1)OC(C)C (3-bromo-5-isopropoxypyridine), CC(C)C1=CC(=C(C(=C1)C(C)C)C2=C(C=CC=C2)P(C3CCCCC3)C4CCCCC4)C(C)C (X-Phos), CC(C)([O-])C.[Na+] (sodium tert-butoxide), NC1=NC=CC2=C(C(=CC=C12)C)C=1C=C2C=NC(=NC2=CC1)NC (6-(1-amino-6-methylisoquinolin-5-yl)-N-methylquinazolin-2-amine), C([O-])(O)=O.[Na+] (sodium bicarbonate). The reagents and catalysts are C=1C=CC(=CC1)/C=C/C(=O)/C=C/C2=CC=CC=C2.C=1C=CC(=CC1)/C=C/C(=O)/C=C/C2=CC=CC=C2.C=1C=CC(=CC1)/C=C/C(=O)/C=C/C2=CC=CC=C2.[Pd].[Pd] (tris(dibenzylideneacetone)dipalladium). Solvent: C1(=CC=CC=C1)C (toluene), CCOC(=O)C (EtOAc). Conditions: temperature 160 celsius, time 1 hour. Yields the product C(C)(C)OC=1C=C(C=NC1)NC1=NC=CC2=C(C(=CC=C12)C)C=1C=C2C=NC(=NC2=CC1)NC (6-(1-(5-isopropoxypyridin-3-ylamino)-6-methylisoquinolin-5-yl)-N-methylquinazolin-2-amine). Reaction SMILES: [NH2:1][C:2]1[C:11]2[C:6](=[C:7]([C:13]3[CH:14]=[C:15]4[C:20](=[CH:21][CH:22]=3)[N:19]=[C:18]([NH:23][CH3:24])[N:17]=[CH:16]4)[C:8]([CH3:12])=[CH:9][CH:10]=2)[CH:5]=[CH:4][N:3]=1.Br[C:26]1[CH:27]=[N:28][CH:29]=[C:30]([O:32][CH:33]([CH3:35])[CH3:34])[CH:31]=1.CC(C1C=C(C(C)C)C(C2C=CC=CC=2P(C2CCCCC2)C2CCCCC2)=C(C(C)C)C=1)C.CC(C)([O-])C.[Na+].C(=O)(O)[O-].[Na+]>C1(C)C=CC=CC=1.CCOC(C)=O.C1C=CC(/C=C/C(/C=C/C2C=CC=CC=2)=O)=CC=1.C1C=CC(/C=C/C(/C=C/C2C=CC=CC=2)=O)=CC=1.C1C=CC(/C=C/C(/C=C/C2C=CC=CC=2)=O)=CC=1.[Pd].[Pd]>[CH:33]([O:32][C:30]1[CH:31]=[C:26]([NH:1][C:2]2[C:11]3[C:6](=[C:7]([C:13]4[CH:14]=[C:15]5[C:20](=[CH:21][CH:22]=4)[N:19]=[C:18]([NH:23][CH3:24])[N:17]=[CH:16]5)[C:8]([CH3:12])=[CH:9][CH:10]=3)[CH:5]=[CH:4][N:3]=2)[CH:27]=[N:28][CH:29]=1)([CH3:35])[CH3:34] |f:3.4,5.6,9.10.11.12.13|. Procedure details: To a solution 6-(1-amino-6-methylisoquinolin-5-yl)-N-methylquinazolin-2-amine (0.075 g, 0.24 mmol) in toluene (2.0 ml) charged to a 5-mL microwave reaction vessel, 3-bromo-5-isopropoxypyridine (0.051 g, 0.24 mmol), X-Phos (0.0091 g, 0.019 mmol), tris(dibenzylideneacetone)dipalladium (o) (0.0087 g, 0.0095 mmol), and sodium tert-butoxide (0.046 g, 0.48 mmol) were added and the reaction mixture heated to 160° C. The reaction mixture was stirred at 160° C. for 1 hrs. The reaction mixture was then di... The reactants are ClC(Cl)Cl, O=C(OO)c1cccc(Cl)c1, Nc1ccccc1CSc1nc2ccccc2[nH]1. Yields the product Nc1ccccc1CS(=O)c1nc2ccccc2[nH]1. Reaction SMILES: [CH:30]([Cl:31])([Cl:32])[Cl:33].[Cl:19][c:20]1[cH:21][c:22]([C:27](=[O:24])[O:28][OH:29])[cH:23][cH:25][cH:26]1.[nH:1]1[c:2]([S:10][CH2:11][c:12]2[c:13]([NH2:18])[cH:14][cH:15][cH:16][cH:17]2)[n:3][c:4]2[c:5]1[cH:6][cH:7][cH:8][cH:9]2>>[nH:1]1[c:2]([S:10]([CH2:11][c:12]2[c:13]([NH2:18])[cH:14][cH:15][cH:16][cH:17]2)=[O:24])[n:3][c:4]2[c:5]1[cH:6][cH:7][cH:8][cH:9]2. The reactants are CC(=O)O, CO, O=C(CC[N+](=O)[O-])c1ccccc1, NNC(N)=S. Product: NC(=S)NN=C(CC[N+](=O)[O-])c1ccccc1. Reaction SMILES: [C:21]([OH:22])(=[O:23])[CH3:24].[CH3:14][OH:15].[N+:1](=[O:2])([O-:3])[CH2:4][CH2:5][C:6](=[O:7])[c:8]1[cH:9][cH:10][cH:11][cH:12][cH:13]1.[NH2:16][NH:17][C:18](=[S:19])[NH2:20]>>[N+:1](=[O:2])([O-:3])[CH2:4][CH2:5][C:6]([c:8]1[cH:9][cH:10][cH:11][cH:12][cH:13]1)=[N:16][NH:17][C:18](=[S:19])[NH2:20].